From a dataset of the Open Reaction Database (ORD), a public repository of structured organic reaction records. describe an organic reaction: reactants, conditions, products, and yield Reactants: [H-].[Na+] (NaH), FC(C(=O)OCCCl)(F)F (2-chloroethyl trifluoroacetate). Reaction conditions: time 8 hour. Yields the product FC(C1OCCO1)(F)F (2-trifluoromethyl-1,3-dioxolane). The yield is 29.9%. RXN SMILES: [H-].[Na+].[F:3][C:4]([F:12])([F:11])[C:5]([O:7][CH2:8][CH2:9]Cl)=[O:6]>>[F:3][C:4]([F:12])([F:11])[CH:5]1[O:7][CH2:8][CH2:9][O:6]1 |f:0.1|. Procedure details: This example illustrates a process of the invention only. A suspension of 9.6 g (0.20 mol) of 50% NaH in mineral oil in 150 mL of DM$0 was stirred at 15°-20° while 35.4 g (0.20 mol) of 2-chloroethyl trifluoroacetate were added dropwise. The resulting mixture was stirred overnight while the reaction temperature was maintained below 30° . The reaction mixture was then heated to 50° at 0.33 kPa (2.5 mm) to drive off volatile products which were recovered. Fractionation of the volatiles gave 8.5 g (...